This data is from the Open Reaction Database (ORD), a public repository of structured organic reaction records. The task is: describe an organic reaction: reactants, conditions, products, and yield Reactants: COc1ccc(CSC2CC(C(=O)O)N(C)C2)cc1, CN1CCNCC1, CC#N. Yields the product COc1ccc(CSC2CC(C(=O)N3CCN(C)CC3)N(C)C2)cc1. RXN SMILES: [C:1](=[O:2])([OH:3])[CH:4]1[N:5]([CH3:19])[CH2:6][CH:7]([S:9][CH2:10][c:11]2[cH:12][cH:13][c:14]([O:17][CH3:18])[cH:15][cH:16]2)[CH2:8]1.[CH3:20][N:21]1[CH2:22][CH2:23][NH:24][CH2:25][CH2:26]1.[CH3:27][C:28]#[N:29]>>[C:1](=[O:3])([CH:4]1[N:5]([CH3:19])[CH2:6][CH:7]([S:9][CH2:10][c:11]2[cH:12][cH:13][c:14]([O:17][CH3:18])[cH:15][cH:16]2)[CH2:8]1)[N:24]1[CH2:23][CH2:22][N:21]([CH3:20])[CH2:26][CH2:25]1. The reactants are C(C=C)(=O)O.C(C=C)(=O)O.C(C=C)(=O)O.C(O)C(CC)(CO)CO (trimethylol propane triacrylate), C1CO1 (ethylene oxide). Yields the product C(C=C)(=O)O.C(C=C)(=O)O.C(C=C)(=O)O.CC(CC)(C)C (trimethyl propane triacrylate). RXN SMILES: [C:1]([OH:5])(=[O:4])[CH:2]=[CH2:3].[C:6]([OH:10])(=[O:9])[CH:7]=[CH2:8].[C:11]([OH:15])(=[O:14])[CH:12]=[CH2:13].[CH2:16]([C:18]([CH2:23]O)([CH2:21]O)[CH2:19][CH3:20])O.C1OC1>>[C:1]([OH:5])(=[O:4])[CH:2]=[CH2:3].[C:6]([OH:10])(=[O:9])[CH:7]=[CH2:8].[C:11]([OH:15])(=[O:14])[CH:12]=[CH2:13].[CH3:16][C:18]([CH3:23])([CH3:21])[CH2:19][CH3:20] |f:0.1.2.3,5.6.7.8|. Procedure: 4.88 g polyoxyethylated trimethylol propane triacrylate, molecular weight=1162 20 moles ethylene oxide Starting materials: Cl.COC([C@@H](NC([C@H](NC)CC1=CC=CC=C1)=O)CC1=CNC2=CC=CC=C12)=O (N-methyl-(D)-phenylalanyl-(L)-tryptophan methyl ester hydrochloride), ClC1=CC=CC(=N1)C(=O)O (6-chloro-2-pyridinecarboxylic acid), methyl ester. Yields the product ClC1=CC=CC(=N1)C(=O)N([C@H](CC1=CC=CC=C1)C(=O)N[C@@H](CC1=CNC2=CC=CC=C12)C(=O)O)C (N-(6-chloro-2-pyridylcarbonyl)-N-methyl-(D)-phenylalanyl-(L)-tryptophan). RXN SMILES: Cl.C[O:3][C:4](=[O:29])[C@H:5]([CH2:19][C:20]1[C:28]2[C:23](=[CH:24][CH:25]=[CH:26][CH:27]=2)[NH:22][CH:21]=1)[NH:6][C:7](=[O:18])[C@@H:8]([CH2:11][C:12]1[CH:17]=[CH:16][CH:15]=[CH:14][CH:13]=1)[NH:9][CH3:10].[Cl:30][C:31]1[N:36]=[C:35]([C:37]([OH:39])=O)[CH:34]=[CH:33][CH:32]=1>>[Cl:30][C:31]1[N:36]=[C:35]([C:37]([N:9]([CH3:10])[C@@H:8]([C:7]([NH:6][C@H:5]([C:4]([OH:29])=[O:3])[CH2:19][C:20]2[C:28]3[C:23](=[CH:24][CH:25]=[CH:26][CH:27]=3)[NH:22][CH:21]=2)=[O:18])[CH2:11][C:12]2[CH:13]=[CH:14][CH:15]=[CH:16][CH:17]=2)=[O:39])[CH:34]=[CH:33][CH:32]=1 |f:0.1|. Reported procedure: Coupling of N-methyl-(D)-phenylalanyl-(L)-tryptophan methyl ester hydrochloride (see example 1) with 6-chloro-2-pyridinecarboxylic acid according to example 12 followed by hydrolysis of the methyl ester moiety according to example 1 gives N-(6-chloro-2-pyridylcarbonyl)-N-methyl-(D)-phenylalanyl-(L)-tryptophan; FAB-MS m/e 503 (M-H)-. Yield: 61.0%. Run in ClCCl (dichloromethane). Conditions: time 2 day. The reagents and catalysts are [I-].[Zn+2].[I-] (zinc iodide). The reactants are C(C)(=O)Cl (acetyl chloride), CO (methanol), CC1(CC=C(CC1)C=1C(=NN(C1C=O)C)C1=CSC=C1)C (4-(4,4-dimethylcyclohex-1-en-1-yl)-1-methyl-3-(thiophen-3-yl)-1H-pyrazole-5-carbaldehyde), C[Si](C)(C)C#N (trimethylsilyl cyanide), [Na] (sodium). Procedure details: Under nitrogen atmosphere, to a solution of 4-(4,4-dimethylcyclohex-1-en-1-yl)-1-methyl-3-(thiophen-3-yl)-1H-pyrazole-5-carbaldehyde (5a) (119 mg, 0.40 mmol) in anhydrous dichloromethane (2 mL) at 0° C. were successively added zinc iodide (13 mg, 0.04 mmol) and trimethylsilyl cyanide (59 μL, 0.48 mmol). The mixture was stirred at room temperature for 2 days. A saturated solution of sodium hydrogenocarbonate (5 mL) was added. Layers were separated and the aqueous layer was extracted with dichloro... Yields the product CC1(CC=C(CC1)C=1C(=NN(C1C(C(=O)OC)O)C)C1=CSC=C1)C (methyl 2-[4-(4,4-dimethylcyclohex-1-en-1-yl)-1-methyl-3-(thiophen-3-yl)-1H-pyrazol-5-yl]-2-hydroxyacetate). Reaction SMILES: [CH3:1][C:2]1([CH3:21])[CH2:7][CH2:6][C:5]([C:8]2[C:9]([C:16]3[CH:20]=[CH:19][S:18][CH:17]=3)=[N:10][N:11]([CH3:15])[C:12]=2[CH:13]=[O:14])=[CH:4][CH2:3]1.C[Si](C#N)(C)C.[Na].[C:29](Cl)(=[O:31])C.[CH3:33][OH:34]>ClCCl.[I-].[Zn+2].[I-]>[CH3:1][C:2]1([CH3:21])[CH2:7][CH2:6][C:5]([C:8]2[C:9]([C:16]3[CH:20]=[CH:19][S:18][CH:17]=3)=[N:10][N:11]([CH3:15])[C:12]=2[CH:13]([OH:14])[C:33]([O:31][CH3:29])=[O:34])=[CH:4][CH2:3]1 |f:6.7.8,^1:27|. Starting materials: S(O)(O)(=O)=O (sulfuric acid), C1(=C(C=CC=C1)N)N (o-phenylenediamine), C(C)OC(CC#N)=O (ethylcyanoacetate), C1(=C(C=CC=C1)N)N (o-phenylenediamine), C(=O)C1=C(C=C(C=C1)O)N(OCCC)OCCC (p-formyl-N,N-dipropoxy-m-aminophenol). Conditions: temperature 92.5 celsius. Product: O1C(=O)C=CC2=CC=CC=C12 (coumarin). As a reaction SMILES: S(=O)(=O)(O)O.[C:6]1(N)[CH:11]=[CH:10][CH:9]=[CH:8][C:7]=1N.C([O:16][C:17](=[O:21])[CH2:18][C:19]#N)C.C(C1C=CC(O)=CC=1N(OCCC)OCCC)=O>>[O:21]1[C:7]2[C:6](=[CH:11][CH:10]=[CH:9][CH:8]=2)[CH:19]=[CH:18][C:17]1=[O:16]. Procedure: 100 parts of 50% sulfuric acid were charged to a reactor vessel to which 10.8 parts of o-phenylenediamine and 11.4 parts of ethylcyanoacetate were then subsequently added. This mixture was heated to a reflux until all of the o-phenylenediamine disappeared from the system. To this mixture was then added 25.4 parts of the p-formyl-N,N-dipropoxy-m-aminophenol produced in parts B above and the resultant composition was maintained at a temperature of about 90-95° C. for 1 hour. Hydrolysis with aqueou... The reactants are N1(CCCC1)C[C@H]1N(CCC1)C(=O)C1=CC=C(C=C1)B1OC(C(O1)(C)C)(C)C ((2-(S)-pyrrolidin-1-ylmethyl-pyrrolidin-1-yl)-[4-(4,4,5,5-tetramethyl-[1,3,2]dioxaborolan-2-yl)-phenyl]-methanone), BrC1=CC(=C(C=C1)NS(=O)(=O)C)F (N-(4-Bromo-2-fluoro-phenyl)-methanesulfonamide). Product: FC=1C=C(C=CC1NS(=O)(=O)C)C1=CC=C(C=C1)C(=O)N1[C@@H](CCC1)CN1CCCC1 (N-[3-Fluoro-4′-(2-(S)-pyrrolidin-1-ylmethyl-pyrrolidine-1-carbonyl)-biphenyl-4-yl]-methanesulfonamide). RXN SMILES: [N:1]1([CH2:6][C@@H:7]2[CH2:11][CH2:10][CH2:9][N:8]2[C:12]([C:14]2[CH:19]=[CH:18][C:17](B3OC(C)(C)C(C)(C)O3)=[CH:16][CH:15]=2)=[O:13])[CH2:5][CH2:4][CH2:3][CH2:2]1.Br[C:30]1[CH:35]=[CH:34][C:33]([NH:36][S:37]([CH3:40])(=[O:39])=[O:38])=[C:32]([F:41])[CH:31]=1>>[F:41][C:32]1[CH:31]=[C:30]([C:17]2[CH:16]=[CH:15][C:14]([C:12]([N:8]3[CH2:9][CH2:10][CH2:11][C@H:7]3[CH2:6][N:1]3[CH2:2][CH2:3][CH2:4][CH2:5]3)=[O:13])=[CH:19][CH:18]=2)[CH:35]=[CH:34][C:33]=1[NH:36][S:37]([CH3:40])(=[O:39])=[O:38]. Procedure details: The title compound is prepared starting with (2-(S)-pyrrolidin-1-ylmethyl-pyrrolidin-1-yl)-[4-(4,4,5,5-tetramethyl-[1,3,2]dioxaborolan-2-yl)-phenyl]-methanone and N-(4-Bromo-2-fluoro-phenyl)-methanesulfonamide following a procedure significantly analogous to Procedure FF. MS (m/e): 446.2 (M+1) The reactants are [Al].[Li] (Lithium aluminum), C(=O)(OCC1=CC=CC=C1)N1C=C(C2=CC=CC=C12)C(C)=O (N-Carbobenzoxy-3-acetyl indole), CCCCCC (hexane). Run in O1CCCC1 (tetrahydrofuran), CCOCC (Ether), O1CCCC1 (tetrahydrofuran), CCOCC (ether). Reaction conditions: temperature -78 celsius, time 0.5 hour. Product: C(=O)(OCC1=CC=CC=C1)N1C=C(C2=CC=CC=C12)C(C)O (1-(N-Carbobenzoxy indol-3-yl)ethanol). Yield: 64.0%. Reaction SMILES: [Al].[Li].[C:3]([N:13]1[C:21]2[C:16](=[CH:17][CH:18]=[CH:19][CH:20]=2)[C:15]([C:22](=[O:24])[CH3:23])=[CH:14]1)([O:5][CH2:6][C:7]1[CH:12]=[CH:11][CH:10]=[CH:9][CH:8]=1)=[O:4].CCCCCC>O1CCCC1.CCOCC>[C:3]([N:13]1[C:21]2[C:16](=[CH:17][CH:18]=[CH:19][CH:20]=2)[C:15]([CH:22]([OH:24])[CH3:23])=[CH:14]1)([O:5][CH2:6][C:7]1[CH:8]=[CH:9][CH:10]=[CH:11][CH:12]=1)=[O:4] |f:0.1,^1:1|. Procedure: Lithium aluminum hydrode (1.2 g, 32 mmol) was suspended in tetrahydrofuran (100 ml) and cooled to -78° C. N-Carbobenzoxy-3-acetyl indole (19.3 g, 66 mmol) dissolved in tetrahydrofuran (200 ml) was added over 0.5 hr. and the reaction mixture was allowed to stir at -78° C. for 0.5 hr and then at 0° C. for 0.5 hr. Ether (300 ml) was added and the mixture was quenched with 1.2 ml H2O, 1.2 ml 2N NaOH, adn 3.6 ml and H2O. The mixture was filtered through celite, dried over MgSO4 and evaporated leaving...